This data is from the Open Reaction Database (ORD), a public repository of structured organic reaction records. The task is: describe an organic reaction: reactants, conditions, products, and yield Product: Cc1cn(-c2ccc(Nc3ncn(Cc4ccccc4)n3)cc2C#N)cn1. Starting materials: Cc1cn(-c2ccc(Br)cc2C#N)cn1, Nc1ncn(Cc2ccccc2)n1. Reaction SMILES: [Br:1][c:2]1[cH:3][cH:4][c:5](-[n:10]2[cH:11][n:12][c:13]([CH3:15])[cH:14]2)[c:6]([C:7]#[N:8])[cH:9]1.[CH2:16]([c:17]1[cH:18][cH:19][cH:20][cH:21][cH:22]1)[n:23]1[n:24][c:25]([NH2:28])[n:26][cH:27]1>>[c:2]1([NH:28][c:25]2[n:24][n:23]([CH2:16][c:17]3[cH:18][cH:19][cH:20][cH:21][cH:22]3)[cH:27][n:26]2)[cH:3][cH:4][c:5](-[n:10]2[cH:11][n:12][c:13]([CH3:15])[cH:14]2)[c:6]([C:7]#[N:8])[cH:9]1. Starting materials: [C-]1(C=CC=C1)C1=C(C(=O)O)C=CC=C1.[CH-]1C=CC=C1.[Fe+2] (o-ferrocenylbenzoic acid), P(Cl)(Cl)Cl (phosphorous trichloride). The reagents and catalysts are N1=CC=CC=C1 (pyridine). The solvent is C1=CC=CC=C1 (benzene). Conditions: time 3 hour. Product: [C-]1(C=CC=C1)C1=C(C(=O)Cl)C=CC=C1.[CH-]1C=CC=C1.[Fe+2] (o-ferrocenylbenzoyl chloride). Isolated yield 83.0%. RXN SMILES: [C-:1]1([C:6]2[CH:14]=[CH:13][CH:12]=[CH:11][C:7]=2[C:8](O)=[O:9])[CH:5]=[CH:4][CH:3]=[CH:2]1.[CH-:15]1[CH:19]=[CH:18][CH:17]=[CH:16]1.[Fe+2:20].P(Cl)(Cl)[Cl:22]>N1C=CC=CC=1.C1C=CC=CC=1>[C-:1]1([C:6]2[CH:14]=[CH:13][CH:12]=[CH:11][C:7]=2[C:8]([Cl:22])=[O:9])[CH:5]=[CH:4][CH:3]=[CH:2]1.[CH-:15]1[CH:19]=[CH:18][CH:17]=[CH:16]1.[Fe+2:20] |f:0.1.2,6.7.8|. Procedure: To a solution of o-ferrocenylbenzoic acid (1.75 g) and pyridine (3 drops) in 10 cm3 of dry benzene was slowly added 5 cm3 of phosphorous trichloride. The resulting mixture was then stirred for 3 hours at 60° to 70° C. After this time the solution was decanted off and the solvent removed under vacuum. The residue was twice more evaporated from dry benzene and then taken up in light petroleum (40° to 60° ). Removal of the solvent under vacuum afforded 1.54 g (83%) of o-ferrocenylbenzoyl chloride, ... Starting materials: [H-].[Na+] (sodium hydride), C(C)(=O)O (acetic acid), C(CC(=O)OCC)(=O)OCC (diethyl malonate), C(C=C)(=O)N (acrylamide). Run in O1CCCC1 (tetrahydrofuran), C(C)(=O)OCC (ethyl acetate). Conditions: time 10 minute. Product: C(C)OC(=O)C1C(NC(CC1)=O)=O (2,6-dioxo-piperidine-3-carboxylic acid ethyl ester). As a reaction SMILES: [C:1]([O:9]CC)(=O)[CH2:2][C:3]([O:5][CH2:6][CH3:7])=[O:4].[H-].[Na+].[C:14]([NH2:18])(=[O:17])[CH:15]=[CH2:16].C(O)(=O)C>O1CCCC1.C(OCC)(=O)C>[CH2:6]([O:5][C:3]([CH:2]1[CH2:16][CH2:15][C:14](=[O:17])[NH:18][C:1]1=[O:9])=[O:4])[CH3:7] |f:1.2|. Procedure details: To a solution of diethyl malonate (2.3 ml) in tetrahydrofuran (2.3 ml) cooled at 0° C. is added sodium hydride (400 mg). After stirring for 10 minutes, the mixture is mixed with acrylamide (710 mg) and let react at 0° C. for 70 minutes and at room temperature for 3.5 hours. The mixture is mixed with acetic acid (0.7 ml), stirred for 20 minutes, diluted with ethyl acetate, filtered to remove solid, concentrated, and triturated in n-hexane to afford 2,6-dioxo-piperidine-3-carboxylic acid ethyl est... The reactants are NCC1CCN(CC1)C(=O)OCC1=CC=CC=C1 (benzyl 4(aminomethyl)piperidine-1-carboxylate), ClC1=NC=C(C=N1)C (2-chloro-5-methylpyrimidine), C([O-])([O-])=O.[Cs+].[Cs+] (cesium carbonate). Solvent: CN(C)C=O (DMF), C(C)(=O)OCC (ethyl acetate). Conditions: temperature 150 celsius. The product is CC=1C=NC(=NC1)NCC1CCN(CC1)C(=O)OCC1=CC=CC=C1 (Benzyl 4-{[(5-methylpyrimidin-2-yl)amino]methyl}piperidine-1-carboxylate). RXN SMILES: [NH2:1][CH2:2][CH:3]1[CH2:8][CH2:7][N:6]([C:9]([O:11][CH2:12][C:13]2[CH:18]=[CH:17][CH:16]=[CH:15][CH:14]=2)=[O:10])[CH2:5][CH2:4]1.Cl[C:20]1[N:25]=[CH:24][C:23]([CH3:26])=[CH:22][N:21]=1.C(=O)([O-])[O-].[Cs+].[Cs+]>CN(C=O)C.C(OCC)(=O)C>[CH3:26][C:23]1[CH:22]=[N:21][C:20]([NH:1][CH2:2][CH:3]2[CH2:8][CH2:7][N:6]([C:9]([O:11][CH2:12][C:13]3[CH:14]=[CH:15][CH:16]=[CH:17][CH:18]=3)=[O:10])[CH2:5][CH2:4]2)=[N:25][CH:24]=1 |f:2.3.4|. Procedure: A stirred mixture of benzyl 4-(aminomethyl)-piperidine-1-carboxylate (EXAMPLE 13, STEP 1) (20.0 g, 0.081 mol), 2-chloro-5-methylpyrimidine (10.4 g, 0.081 mol) and cesium carbonate (52.5 g, 0.161 mol) in DMF (200 mL) was heated at 150° C. for 6 h. The reaction mixture was cooled to rt, diluted with ethyl acetate (700 mL), washed with aqueous saturated NaHCO3 (200 mL), water (5×200 mL), and brine (100 mL), dried over anhydrous sodium sulfate, filtered and concentrated. The residue was chromatograp... Starting materials: C1CCOC1, CCO, COc1cc(C)cc(Sc2cccc(F)c2C#N)c1, N. Yields the product COc1cc(C)cc(Sc2cccc(N)c2C#N)c1. As a reaction SMILES: [CH2:20]1[O:21][CH2:22][CH2:23][CH2:24]1.[CH3:26][CH2:27][OH:28].[F:1][c:2]1[c:3]([C:4]#[N:5])[c:6]([S:10][c:11]2[cH:12][c:13]([CH3:19])[cH:14][c:15]([O:17][CH3:18])[cH:16]2)[cH:7][cH:8][cH:9]1.[NH3:25]>>[c:2]1([NH2:25])[c:3]([C:4]#[N:5])[c:6]([S:10][c:11]2[cH:12][c:13]([CH3:19])[cH:14][c:15]([O:17][CH3:18])[cH:16]2)[cH:7][cH:8][cH:9]1. The yield is 98.3%. Reaction conditions: time 2 hour. RXN SMILES: C(O[CH:4]=[C:5]([C:11]#[N:12])[C:6]([O:8][CH2:9][CH3:10])=[O:7])C.[Cl:13][C:14]1[C:15]([NH:21][NH2:22])=[N:16][CH:17]=[C:18]([Cl:20])[CH:19]=1>C(OC(O)C)C>[NH2:12][C:11]1[N:21]([C:15]2[C:14]([Cl:13])=[CH:19][C:18]([Cl:20])=[CH:17][N:16]=2)[N:22]=[CH:4][C:5]=1[C:6]([O:8][CH2:9][CH3:10])=[O:7]. The solvent is C(C)OC(C)O (ethoxyethanol). Reactants: C(C)OC=C(C(=O)OCC)C#N (ethyl ethoxymethylenecyanoacetate), ClC=1C(=NC=C(C1)Cl)NN (3,5-dichloro-pyrid-2-ylhydrazine). Reported procedure: 16.9 g (0.1 mole) of ethyl ethoxymethylenecyanoacetate and 17.8 g (0.1 mole) of 3,5-dichloro-pyrid-2-ylhydrazine in 150 ml of ethoxyethanol are stirred at 80° C. for 5 hours and then at 120° C. for a further 2 hours. For working up, the solvent is removed in vacuo. 29.6 g (98% of theory) of 5-amino-1-(3,5-dichloro-pyrid-2-yl)-4-ethoxycarbonyl-pyrazole of melting point 98°-101° C. are obtained. Product: NC1=C(C=NN1C1=NC=C(C=C1Cl)Cl)C(=O)OCC (5-amino-1-(3,5-dichloro-pyrid-2-yl)-4-ethoxycarbonyl-pyrazole). Reactants: COC(=O)c1cc([N+](=O)[O-])ccc1Br, O=Cc1ccccc1B(O)O. The product is COC(=O)c1cc([N+](=O)[O-])ccc1-c1ccccc1C=O. Reaction SMILES: [Br:1][c:2]1[c:3]([C:4](=[O:5])[O:6][CH3:7])[cH:8][c:9]([N+:12](=[O:13])[O-:14])[cH:10][cH:11]1.[CH:15](=[O:16])[c:17]1[c:18]([B:23]([OH:24])[OH:25])[cH:19][cH:20][cH:21][cH:22]1>>[c:2]1(-[c:18]2[c:17]([CH:15]=[O:16])[cH:22][cH:21][cH:20][cH:19]2)[c:3]([C:4](=[O:5])[O:6][CH3:7])[cH:8][c:9]([N+:12](=[O:13])[O-:14])[cH:10][cH:11]1. The reactants are BrCC(=O)Br (2-bromoacetyl bromide), C(C)NCC (diethylamine), NC1=CC=C(C=C1)C (p-toluidine), C(C)(C)(C)C1=CC=C(C=C1)S(=O)(=O)Cl (4-tert-butyl-benzenesulfonyl chloride). The product is C(C)(C)(C)C1=CC=C(C=C1)S(=O)(=O)N(CC(=O)N(CC)CC)C1=CC=C(C=C1)C (2-[(4-tert-Butyl-benzenesulfonyl)-p-tolyl-amino]-N,N-diethyl-acetamide). As a reaction SMILES: Br[CH2:2][C:3](Br)=[O:4].[CH2:6]([NH:8][CH2:9][CH3:10])[CH3:7].[NH2:11][C:12]1[CH:17]=[CH:16][C:15]([CH3:18])=[CH:14][CH:13]=1.[C:19]([C:23]1[CH:28]=[CH:27][C:26]([S:29](Cl)(=[O:31])=[O:30])=[CH:25][CH:24]=1)([CH3:22])([CH3:21])[CH3:20]>>[C:19]([C:23]1[CH:28]=[CH:27][C:26]([S:29]([N:11]([C:12]2[CH:17]=[CH:16][C:15]([CH3:18])=[CH:14][CH:13]=2)[CH2:2][C:3]([N:8]([CH2:9][CH3:10])[CH2:6][CH3:7])=[O:4])(=[O:31])=[O:30])=[CH:25][CH:24]=1)([CH3:22])([CH3:20])[CH3:21]. Procedure: prepared by reaction of 2-bromoacetyl bromide with diethylamine, p-toluidine and 4-tert-butyl-benzenesulfonyl chloride Yield: 85.4%. Reagents/catalysts: CN(C)C=O (DMF). Yields the product C(C)(C)(C)OC(=O)C1(CCCC1)C1=CC=C(C=C1)C (1-(4-methylphenyl)cyclopentane carboxylic acid t butyl ester). Starting materials: C(C(=O)Cl)(=O)Cl (oxalyl chloride), CC(C)([O-])C.[K+] (Potassium t butoxide), CC(C)([O-])C.[K+] (potassium t butoxide), CC1=CC=C(C=C1)C1(CCCC1)C(=O)O (1-(4-methylphenyl)cyclopentane carboxylic acid). As a reaction SMILES: [CH3:1][C:2]1[CH:7]=[CH:6][C:5]([C:8]2([C:13]([OH:15])=[O:14])[CH2:12][CH2:11][CH2:10][CH2:9]2)=[CH:4][CH:3]=1.C(Cl)(=O)C(Cl)=O.[CH3:22][C:23]([CH3:26])([O-])[CH3:24].[K+]>ClCCl.CN(C=O)C.C1COCC1>[C:23]([O:14][C:13]([C:8]1([C:5]2[CH:4]=[CH:3][C:2]([CH3:1])=[CH:7][CH:6]=2)[CH2:12][CH2:11][CH2:10][CH2:9]1)=[O:15])([CH3:26])([CH3:24])[CH3:22] |f:2.3|. The solvent is C1CCOC1 (THF), ClCCl (dichloromethane). Procedure: To a suspension of 1-(4-methylphenyl)cyclopentane carboxylic acid (3.00 g, 14.7 mmol) in dichloromethane (50 mL) at 0° C. was added oxalyl chloride (1.54 mL, 17.4 mmol) and DMF (2 drops). The mixture was stirred at 0° C. for 1 hour, and at rt for 2 hours. The solution was concentrated, diluted with THF (40 mL), and cooled to 0° C. Potassium t butoxide (1.80 g, 16.2 mmol) in THF (20 mL) was slowly added, and the mixture was stirred overnight at rt. Additional potassium t butoxide (0.660 g, 5.88 m... Conditions: temperature 0 celsius, time 1 hour.